This data is from the Open Reaction Database (ORD), a public repository of structured organic reaction records. The task is: describe an organic reaction: reactants, conditions, products, and yield The reactants are Cl.NCCCOC=1OC(=O)C2=CC=CC=C2C1 (3-(3-aminopropoxy)isocoumarin hydrochloride), ClN1C(CCC1=O)=O (N-chlorosuccinimide). Run in CN(C)C=O (DMF). The product is Cl.NCCCOC=1OC(=O)C2=CC=CC=C2C1Cl (3-(3-aminopropoxy)-4-chloro-isocoumarin hydrochloride). Yield: 6.2%. As a reaction SMILES: [ClH:1].[NH2:2][CH2:3][CH2:4][CH2:5][O:6][C:7]1[O:8][C:9]([C:11]2[C:16]([CH:17]=1)=[CH:15][CH:14]=[CH:13][CH:12]=2)=[O:10].[Cl:18]N1C(=O)CCC1=O>CN(C=O)C>[ClH:18].[NH2:2][CH2:3][CH2:4][CH2:5][O:6][C:7]1[O:8][C:9]([C:11]2[C:16]([C:17]=1[Cl:1])=[CH:15][CH:14]=[CH:13][CH:12]=2)=[O:10] |f:0.1,4.5|. Reported procedure: 0.13 g of 3-(3-aminopropoxy)isocoumarin hydrochloride (0.5 mmole) was chlorinated with 0.007 g of N-chlorosuccinimide (0.5 mmole) in 5 ml of DMF at r.t. overnight. The reaction mixture was purified by silica gel column chromatography (methylene chloride:methanol=5:1) and crystallized from MeOH-ether to give 0.009 g of 3-(3-aminopropoxy)-4-chloro-isocoumarin hydrochloride (yield, 60%). The NMR spectrum of this compound is similar to 3-(3-aminopropoxy)isocoumarin without the peak at δ6.2 ppm; m.p.... Reactants: CC(O)c1ccc(S(=O)(=O)Nc2cncc(Br)c2)cc1, CC(=O)Nc1nc2ccc(B3OC(C)(C)C(C)(C)O3)cc2s1, ClCCl, [Na+], [Na+], O=C([O-])[O-], C1COCCO1, O, c1ccc(P(c2ccccc2)(c2ccccc2)[Pd](P(c2ccccc2)(c2ccccc2)c2ccccc2)(P(c2ccccc2)(c2ccccc2)c2ccccc2)P(c2ccccc2)(c2ccccc2)c2ccccc2)cc1. The product is CC(=O)Nc1nc2ccc(-c3cncc(NS(=O)(=O)c4ccc(C(C)O)cc4)c3)cc2s1. As a reaction SMILES: [Br:1][c:2]1[cH:3][c:4]([NH:8][S:9](=[O:10])(=[O:11])[c:12]2[cH:13][cH:14][c:15]([CH:18]([CH3:19])[OH:20])[cH:16][cH:17]2)[cH:5][n:6][cH:7]1.[CH3:21][C:22]1([CH3:23])[C:24]([CH3:25])([CH3:26])[O:27][B:28]([c:29]2[cH:30][c:31]3[c:32]([n:33][c:34]([NH:36][C:37]([CH3:38])=[O:39])[s:35]3)[cH:40][cH:41]2)[O:42]1.[Cl:55][CH2:56][Cl:57].[Na+:43].[Na+:44].[O-:45][C:46](=[O:47])[O-:48].[O:49]1[CH2:50][CH2:51][O:52][CH2:53][CH2:54]1.[OH2:58].[cH:59]1[cH:60][cH:61][c:62]([P:63]([Pd:64]([P:65]([c:66]2[cH:67][cH:68][cH:69][cH:70][cH:71]2)([c:72]2[cH:73][cH:74][cH:75][cH:76][cH:77]2)[c:78]2[cH:79][cH:80][cH:81][cH:82][cH:83]2)([P:84]([c:85]2[cH:86][cH:87][cH:88][cH:89][cH:90]2)([c:91]2[cH:92][cH:93][cH:94][cH:95][cH:96]2)[c:97]2[cH:98][cH:99][cH:100][cH:101][cH:102]2)[P:103]([c:104]2[cH:105][cH:106][cH:107][cH:108][cH:109]2)([c:110]2[cH:111][cH:112][cH:113][cH:114][cH:115]2)[c:116]2[cH:117][cH:118][cH:119][cH:120][cH:121]2)([c:122]2[cH:123][cH:124][cH:125][cH:126][cH:127]2)[c:128]2[cH:129][cH:130][cH:131][cH:132][cH:133]2)[cH:134][cH:135]1>>[c:2]1(-[c:29]2[cH:30][c:31]3[c:32]([n:33][c:34]([NH:36][C:37]([CH3:38])=[O:39])[s:35]3)[cH:40][cH:41]2)[cH:3][c:4]([NH:8][S:9](=[O:10])(=[O:11])[c:12]2[cH:13][cH:14][c:15]([CH:18]([CH3:19])[OH:20])[cH:16][cH:17]2)[cH:5][n:6][cH:7]1. The reactants are C(C)OC(=O)N1CCN(CC1)C([C@H](CCCC(=O)OC(C)(C)C)NC(=O)C1=NN(C(=C1)O)C1=CC=CC=C1)=O (4-{(S)-5-tert-Butoxycarbonyl-2-[(5-hydroxy-1-phenyl-1H-pyrazole-3-carbonyl)-amino]-pentanoyl}-piperazine-1-carboxylic acid ethyl ester), C([O-])([O-])=O.[Cs+].[Cs+] (cesium carbonate), C(C)OC(=O)C1(CCC1)Br (1-Bromo-cyclobutanecarboxylic acid ethyl ester). The solvent is CN(C)C=O (DMF), O (water). Run at temperature 100 celsius. The product is C(C)OC(=O)N1CCN(CC1)C([C@H](CCCC(=O)O)NC(=O)C1=NN(C(=C1)OC1(CCC1)C(=O)OCC)C1=CC=CC=C1)=O (4-((S)-5-Carboxy-2-{[5-(1-ethoxycarbonyl-cyclobutoxy)-1-phenyl-1H-pyrazole-3-carbonyl]-amino}-pentanoyl)-piperazine-1-carboxylic acid ethyl ester). RXN SMILES: [CH2:1]([O:3][C:4]([N:6]1[CH2:11][CH2:10][N:9]([C:12](=[O:39])[C@@H:13]([NH:24][C:25]([C:27]2[CH:31]=[C:30]([OH:32])[N:29]([C:33]3[CH:38]=[CH:37][CH:36]=[CH:35][CH:34]=3)[N:28]=2)=[O:26])[CH2:14][CH2:15][CH2:16][C:17]([O:19]C(C)(C)C)=[O:18])[CH2:8][CH2:7]1)=[O:5])[CH3:2].C(=O)([O-])[O-].[Cs+].[Cs+].[CH2:46]([O:48][C:49]([C:51]1(Br)[CH2:54][CH2:53][CH2:52]1)=[O:50])[CH3:47]>CN(C=O)C.O>[CH2:1]([O:3][C:4]([N:6]1[CH2:11][CH2:10][N:9]([C:12](=[O:39])[C@@H:13]([NH:24][C:25]([C:27]2[CH:31]=[C:30]([O:32][C:51]3([C:49]([O:48][CH2:46][CH3:47])=[O:50])[CH2:54][CH2:53][CH2:52]3)[N:29]([C:33]3[CH:34]=[CH:35][CH:36]=[CH:37][CH:38]=3)[N:28]=2)=[O:26])[CH2:14][CH2:15][CH2:16][C:17]([OH:19])=[O:18])[CH2:8][CH2:7]1)=[O:5])[CH3:2] |f:1.2.3|. Procedure details: To a solution of 100 mg of 4-{(S)-5-tert-Butoxycarbonyl-2-[(5-hydroxy-1-phenyl-1H-pyrazole-3-carbonyl)-amino]-pentanoyl}-piperazine-1-carboxylic acid ethyl ester in 2 ml of DMF, 119 mg of cesium carbonate and 76 mg of 1-Bromo-cyclobutanecarboxylic acid ethyl ester was added and heated to 100° C. for 2 h. Then, the reaction mixture was diluted with water and filtered through a Chem Elut® cartridge by eluting with DCM. The solvents were removed under reduced pressure and the residue was dissolved ... Reactants: C1CCOC1, O=C1CCC(=O)N1Cl, Cc1cc2c(=O)[nH]cc(Cc3ccc(F)c(C(=O)O)c3)n2c1. The product is Cc1cc2c(=O)[nH]cc(Cc3ccc(F)c(C(=O)O)c3)n2c1Cl. RXN SMILES: [CH2:31]1[O:32][CH2:33][CH2:34][CH2:35]1.[Cl:23][N:24]1[C:25](=[O:26])[CH2:27][CH2:28][C:29]1=[O:30].[F:1][c:2]1[c:3]([C:4](=[O:5])[OH:6])[cH:7][c:8]([CH2:11][c:12]2[cH:13][nH:14][c:15](=[O:22])[c:16]3[n:17]2[cH:18][c:19]([CH3:21])[cH:20]3)[cH:9][cH:10]1>>[F:1][c:2]1[c:3]([C:4](=[O:5])[OH:6])[cH:7][c:8]([CH2:11][c:12]2[cH:13][nH:14][c:15](=[O:22])[c:16]3[n:17]2[c:18]([Cl:23])[c:19]([CH3:21])[cH:20]3)[cH:9][cH:10]1. The reactants are CCCC(=O)C(=CNc1ccc(CO)cc1)C(=O)OCC, O=C(Cl)c1ccccc1, ClC(Cl)Cl, c1ccncc1. Product: CCCC(=O)C(=CNc1ccc(COC(=O)c2ccccc2)cc1)C(=O)OCC. Reaction SMILES: [C:1]([CH2:2][CH2:3][CH3:4])(=[O:5])[C:6]([C:7](=[O:8])[O:9][CH2:10][CH3:11])=[CH:12][NH:13][c:14]1[cH:15][cH:16][c:17]([CH2:20][OH:21])[cH:18][cH:19]1.[C:28]([c:29]1[cH:30][cH:31][cH:32][cH:33][cH:34]1)(=[O:35])[Cl:36].[CH:37]([Cl:38])([Cl:39])[Cl:40].[cH:22]1[cH:23][cH:24][n:25][cH:26][cH:27]1>>[C:1]([CH2:2][CH2:3][CH3:4])(=[O:5])[C:6]([C:7](=[O:8])[O:9][CH2:10][CH3:11])=[CH:12][NH:13][c:14]1[cH:15][cH:16][c:17]([CH2:20][O:21][C:28]([c:29]2[cH:30][cH:31][cH:32][cH:33][cH:34]2)=[O:35])[cH:18][cH:19]1. Starting materials: OCC1=CC=C(C=C1)C1=NN=C(C2=CC=CC=C12)N1[C@@H](CN(CC1)C(=O)C1=CC=CC=C1)C ((R)-(4-(4-(4-(hydroxymethyl)phenyl)phthalazin-1-yl)-3-methylpiperazin-1-yl)(phenyl)methanone), ClC(C(=O)N=C=O)(Cl)Cl (2,2,2-trichloroacetyl isocyanate). Run in C(Cl)(Cl)Cl (chloroform), hexanes. Conditions: time 80 minute. The product is C(N)(OCC1=CC=C(C=C1)C1=NN=C(C2=CC=CC=C12)N1[C@@H](CN(CC1)C(C1=CC=CC=C1)=O)C)=O ((R)-(4-(4-(4-benzoyl-2-methylpiperazin-1-yl)phthalazin-1-yl)phenyl)methyl carbamate). Reaction SMILES: [OH:1][CH2:2][C:3]1[CH:8]=[CH:7][C:6]([C:9]2[C:18]3[C:13](=[CH:14][CH:15]=[CH:16][CH:17]=3)[C:12]([N:19]3[CH2:24][CH2:23][N:22]([C:25]([C:27]4[CH:32]=[CH:31][CH:30]=[CH:29][CH:28]=4)=[O:26])[CH2:21][C@H:20]3[CH3:33])=[N:11][N:10]=2)=[CH:5][CH:4]=1.ClC(Cl)(Cl)[C:36]([N:38]=C=O)=[O:37]>C(Cl)(Cl)Cl>[C:36](=[O:37])([O:1][CH2:2][C:3]1[CH:8]=[CH:7][C:6]([C:9]2[C:18]3[C:13](=[CH:14][CH:15]=[CH:16][CH:17]=3)[C:12]([N:19]3[CH2:24][CH2:23][N:22]([C:25](=[O:26])[C:27]4[CH:32]=[CH:31][CH:30]=[CH:29][CH:28]=4)[CH2:21][C@H:20]3[CH3:33])=[N:11][N:10]=2)=[CH:5][CH:4]=1)[NH2:38]. Reported procedure: Compound 81 was prepared as described in general Method K. (R)-(4-(4-(4-(hydroxymethyl)phenyl)phthalazin-1-yl)-3-methylpiperazin-1-yl)(phenyl)methanone (JK-28) (125 mg, 0.285 mmol), was dissolved in chloroform (2.50 mL). 2,2,2-trichloroacetyl isocyanate (40.5 μl, 0.342 mmol) was added and the reaction stirred at rt for 80 minutes. The reaction was adsorbed onto alumina (Brockmann II, 3 g), and after 2 hours was eluted with 10% methanol in dichloromethane. The resulting solution was evaporated to... Product: CCCCNC(=O)C(O)C(CCCC)N=[N+]=[N-]. As a reaction SMILES: [CH2:3]([CH2:4][CH2:5][CH3:6])[NH:7][C:8](=[O:9])[CH:10]1[O:11][CH:12]1[CH2:13][CH2:14][CH2:15][CH3:16].[CH3:1][OH:2].[Mg+2:21].[N-:18]=[N+:19]=[N-:20].[Na+:17].[O-:22][S:23](=[O:24])(=[O:25])[O-:26]>>[CH2:3]([CH2:4][CH2:5][CH3:6])[NH:7][C:8](=[O:9])[CH:10]([OH:11])[CH:12]([CH2:13][CH2:14][CH2:15][CH3:16])[N:18]=[N+:19]=[N-:20]. Starting materials: CCCCNC(=O)C1OC1CCCC, CO, [Mg+2], [N-]=[N+]=[N-], [Na+], O=S(=O)([O-])[O-]. The reactants are C[Si](C)(C)I (trimethylsilyl iodide), C1(=CC=CC=C1)COC1=CC=C(C=C1)C=1C=C2C(=NNC2=CC1C1=CC=C(C=C1)OCC1=CC=CC=C1)NC(CCC)=O (N-[5,6-bis[4-(phenylmethoxy)phenyl]-1H-indazol-3-yl]butanamide). Run in CO (methanol). Product: OC1=CC=C(C=C1)C=1C=C2C(=NNC2=CC1C1=CC=C(C=C1)O)NC(CCC)=O (N-[5,6-bis(4-hydroxyphenyl)-1H-indazol-3-yl]butanamide). Yield: 46.1%. RXN SMILES: C[Si](I)(C)C.C1(C[O:13][C:14]2[CH:19]=[CH:18][C:17]([C:20]3[CH:21]=[C:22]4[C:26](=[CH:27][C:28]=3[C:29]3[CH:34]=[CH:33][C:32]([O:35]CC5C=CC=CC=5)=[CH:31][CH:30]=3)[NH:25][N:24]=[C:23]4[NH:43][C:44](=[O:48])[CH2:45][CH2:46][CH3:47])=[CH:16][CH:15]=2)C=CC=CC=1>CO>[OH:13][C:14]1[CH:15]=[CH:16][C:17]([C:20]2[CH:21]=[C:22]3[C:26](=[CH:27][C:28]=2[C:29]2[CH:34]=[CH:33][C:32]([OH:35])=[CH:31][CH:30]=2)[NH:25][N:24]=[C:23]3[NH:43][C:44](=[O:48])[CH2:45][CH2:46][CH3:47])=[CH:18][CH:19]=1. Reported procedure: 10 cm3 of trimethylsilyl iodide are added to 700 mg of N-[5,6-bis[4-(phenylmethoxy)phenyl]-1H-indazol-3-yl]butanamide, prepared in Example 97, and the mixture is refluxed for 18 hours. 30 cm3 of methanol are added and the reaction medium is refluxed for 15 minutes and is then concentrated to dryness under reduced pressure (2 kPa; 50° C.). The residue is taken up in 75 cm3 of ethyl acetate and the organic phase is washed with 2×75 cm3 of 10% sodium thiosulphate solution and then with 75 cm3 of sa... Reactants: C=1C=CC2=C(C1)N=NN2O (HOBt), C(C)(=O)OCC(=O)[C@H]1N(CCC1)C(=O)OC(C)(C)C ((S)-2-(Acetoxyacetyl)-1-(tert-butoxycarbonyl)pyrrolidine), N1[C@H](C(=O)O)CCC1 (L-proline), C(C1=CC=CC=C1)N=C=O (benzyl isocyanate). The solvent is O (water), C(Cl)Cl (methylene chloride), FC(C(=O)O)(F)F.C(C)(=O)O (trifluoroacetic acid acetic acid), CN(C)C=O (DMF), C(C)N(CC)CC (triethylamine). Conditions: time 1.5 hour. Yields the product C(C)(=O)OCC(=O)[C@H]1N(CCC1)C(=O)[C@H]1N(CCC1)C(=O)NCC1=CC=CC=C1 ((S)-2-[[(S)-2-(Acetoxyacetyl)-1-pyrrolidinyl]carbonyl]-N-(phenylmethyl)-1-pyrrolidinecarboxamide). The yield is 40.8%. RXN SMILES: [C:1]([O:4][CH2:5][C:6]([C@@H:8]1[CH2:12][CH2:11][CH2:10][N:9]1[C:13]([O:15]C(C)(C)C)=O)=[O:7])(=[O:3])[CH3:2].[NH:20]1[CH2:27][CH2:26][CH2:25][C@H:21]1C(O)=O.[CH2:28]([N:35]=[C:36]=[O:37])[C:29]1[CH:34]=[CH:33][CH:32]=[CH:31][CH:30]=1.C1C=CC2N(O)N=NC=2C=1>FC(F)(F)C(O)=O.C(O)(=O)C.CN(C=O)C.C(Cl)Cl.O.C(N(CC)CC)C>[C:1]([O:4][CH2:5][C:6]([C@@H:8]1[CH2:12][CH2:11][CH2:10][N:9]1[C:13]([C@@H:27]1[CH2:26][CH2:25][CH2:21][N:20]1[C:36]([NH:35][CH2:28][C:29]1[CH:34]=[CH:33][CH:32]=[CH:31][CH:30]=1)=[O:37])=[O:15])=[O:7])(=[O:3])[CH3:2] |f:4.5|. Procedure details: (S)-2-(Acetoxyacetyl)-1-(tert-butoxycarbonyl)pyrrolidine (8.9 g) was dissolved in trifluoroacetic acid-acetic acid (1:1 solution, 90 ml), and the mixture was stirred at room temperature for 1.5 hours. The reaction mixture was concentrated under reduced pressure and the residue was suspended in methylene chloride. The suspension was added to a solution of N-(benzylaminocarbonyl)-L-proline obtained by stirring L-proline (4.0 g), benzyl isocyanate (3.9 g) and triethylamine (3.5 g) in DMF (40 ml) at...